The task is: describe an organic reaction: reactants, conditions, products, and yield. This data is from the Open Reaction Database (ORD), a public repository of structured organic reaction records. Reactants: ICC=1N=C(OC1C1=CC=CC=C1)C1=CC=C(C=C1)C (4-iodomethyl-5-phenyl-2-p-tolyloxazole), CC(C(C(C)=NO)=O)C (4-methylpentane-2,3-dione-2-oxime), FC(C=1C=C(C=O)C=CC1)(F)F (3-trifluoromethylbenzaldehyde). The product is ICC=1N=C(OC1C(C)C)C1=CC(=CC=C1)C(F)(F)F (4-iodomethyl-5-isopropyl-2-(3-trifluoromethylphenyl)-oxazole). RXN SMILES: [I:1][CH2:2][C:3]1[N:4]=[C:5]([C:14]2[CH:19]=[CH:18][C:17](C)=[CH:16][CH:15]=2)[O:6][C:7]=1[C:8]1[CH:13]=CC=C[CH:9]=1.CC(C)C(=O)C(=NO)C.[F:30][C:31]([F:41])([F:40])C1C=C(C=CC=1)C=O>>[I:1][CH2:2][C:3]1[N:4]=[C:5]([C:14]2[CH:15]=[CH:16][CH:17]=[C:18]([C:31]([F:41])([F:40])[F:30])[CH:19]=2)[O:6][C:7]=1[CH:8]([CH3:9])[CH3:13]. Reported procedure: Analogously to the building block synthesis of 4-iodomethyl-5-phenyl-2-p-tolyloxazole, 4-methylpentane-2,3-dione-2-oxime and 3-trifluoromethylbenzaldehyde gave 4-iodomethyl-5-isopropyl-2-(3-trifluoromethylphenyl)-oxazole. Starting materials: Cl, O=C1OCc2ccc([N+](=O)[O-])cc21, O. Yields the product Nc1ccc2c(c1)C(=O)OC2. RXN SMILES: [ClH:14].[N+:1]([O-:2])(=[O:3])[c:4]1[cH:5][cH:6][c:7]2[c:11]([cH:12]1)[C:10](=[O:13])[O:9][CH2:8]2.[OH2:15]>>[NH2:1][c:4]1[cH:5][cH:6][c:7]2[c:11]([cH:12]1)[C:10](=[O:13])[O:9][CH2:8]2. Starting materials: FC=1C=C2C(NC=NC2=CC1)=O (6-Fluoro-3,4-dihydroquinazolin-4-one), S(=O)(Cl)Cl (thionyl chloride). The reagents and catalysts are CN(C)C=O (DMF). The product is ClC1=NC=NC2=CC=C(C=C12)F (4-chloro-6-fluoroquinazoline). RXN SMILES: [F:1][C:2]1[CH:3]=[C:4]2[C:9](=[CH:10][CH:11]=1)[N:8]=[CH:7][NH:6][C:5]2=O.S(Cl)([Cl:15])=O>CN(C=O)C>[Cl:15][C:5]1[C:4]2[C:9](=[CH:10][CH:11]=[C:2]([F:1])[CH:3]=2)[N:8]=[CH:7][N:6]=1. Reported procedure: 6-Fluoro-3,4-dihydroquinazolin-4-one (1.0 g) was suspended in a mixture of thionyl chloride (10 ml) and DMF (1to 2 drops). The mixture was heated to reflux for 2 to 3 hours and allowed to cool. Solvent was removed by evaporation and the residue was dried under vacuum to give 4-chloro-6-fluoroquinazoline which was used without further purification. Reactants: Cl.Cl.NCC1=CC(=NC=C1)N1NC=C(C1=O)C=1C=NC=CC1 (2-[4-(Aminomethyl)pyridin-2-yl]-4-pyridin-3-yl-1,2-dihydro-3H-pyrazol-3-one dihydrochloride), CS(=O)(=O)Cl (methanesulfonic acid chloride), C(C)(C)N(C(C)C)CC (N,N-diisopropylethylamine). Run in CN(C)C=O (DMF). Conditions: time 8 hour. The product is Cl.O=C1C(=CNN1C1=NC=CC(=C1)CNS(=O)(=O)C)C=1C=NC=CC1 (N-{[2-(5-Oxo-4-pyridin-3-yl-2,5-dihydro-1H-pyrazol-1-yl)pyridin-4-yl]methyl}methanesulfonamide hydrochloride). RXN SMILES: Cl.Cl.[NH2:3][CH2:4][C:5]1[CH:10]=[CH:9][N:8]=[C:7]([N:11]2[C:15](=[O:16])[C:14]([C:17]3[CH:18]=[N:19][CH:20]=[CH:21][CH:22]=3)=[CH:13][NH:12]2)[CH:6]=1.[CH3:23][S:24]([Cl:27])(=[O:26])=[O:25].C(N(CC)C(C)C)(C)C>CN(C=O)C>[ClH:27].[O:16]=[C:15]1[N:11]([C:7]2[CH:6]=[C:5]([CH2:4][NH:3][S:24]([CH3:23])(=[O:26])=[O:25])[CH:10]=[CH:9][N:8]=2)[NH:12][CH:13]=[C:14]1[C:17]1[CH:18]=[N:19][CH:20]=[CH:21][CH:22]=1 |f:0.1.2,6.7|. Procedure: 80.0 mg (235 μmol) of the compound from Example 35 and 53.9 mg (470 μmol) methanesulfonic acid chloride are dissolved in 5 ml DMF under argon and while cooling with ice, 152 mg (1.18 mmol) N,N-diisopropylethylamine are added and the mixture is stirred overnight at RT. The reaction mixture is then purified directly by means of preparative HPLC (RP18 column; mobile phase: acetonitrile/water gradient with addition of 0.1% conc. hydrochloric acid). Reactants: C(C1=CC=CC=C1)NC(COC1=C(C=C(C=C1C)C(C(F)(F)F)(C(F)(F)F)O)C)=O (N-benzyl-2-[4-(hexafluoro-2-hydroxy-2-propyl)-2,6-dimethylphenoxy]acetamide), sodium bis-2-methoxyethoxy, [H-].[Al+3].[H-].[H-] (aluminum hydride), [OH-].[Na+] (NaOH). Solvent: C1(=CC=CC=C1)C (toluene). Reaction conditions: time 16 hour. Product: FC(C(C(F)(F)F)(O)C1=CC(=C(OCCNCC2=CC=CC=C2)C(=C1)C)C)(F)F (2-[4-(hexafluoro-2-hydroxy-2-propyl)-2,6-dimethylphenoxy]ethylbenzylamine). Reaction SMILES: [CH2:1]([NH:8][C:9](=O)[CH2:10][O:11][C:12]1[C:17]([CH3:18])=[CH:16][C:15]([C:19]([OH:28])([C:24]([F:27])([F:26])[F:25])[C:20]([F:23])([F:22])[F:21])=[CH:14][C:13]=1[CH3:29])[C:2]1[CH:7]=[CH:6][CH:5]=[CH:4][CH:3]=1.[H-].[Al+3].[H-].[H-].[OH-].[Na+]>C1(C)C=CC=CC=1>[F:21][C:20]([F:22])([F:23])[C:19]([C:15]1[CH:14]=[C:13]([CH3:29])[C:12]([O:11][CH2:10][CH2:9][NH:8][CH2:1][C:2]2[CH:7]=[CH:6][CH:5]=[CH:4][CH:3]=2)=[C:17]([CH3:18])[CH:16]=1)([OH:28])[C:24]([F:25])([F:27])[F:26] |f:1.2.3.4,5.6|. Reported procedure: To N-benzyl-2-[4-(hexafluoro-2-hydroxy-2-propyl)-2,6-dimethylphenoxy]acetamide (3.0 g=6.0 mmol) in 75 ml toluene add sodium bis-2-methoxyethoxy)aluminum hydride (70% solution in benzene, 8.0 g=28 mmol) over 1/2 hour. Stir 16 hours, treat with 1.0 N NaOH, and extract with ethyl acetate. Dry and concentrate the organic layer. Recrystallize from ether-hexane to give 2-[4-(hexafluoro-2-hydroxy-2-propyl)-2,6-dimethylphenoxy]ethylbenzylamine, as white crystals, m.p. 117°-120° C.